Dataset: the Open Reaction Database (ORD), a public repository of structured organic reaction records. Task: describe an organic reaction: reactants, conditions, products, and yield Starting materials: [OH-].[Na+] (sodium hydroxide), ON=C1C2(CC3=CC=CC=C13)COC(OC2)(C)C (N-hydroxy-2,2-dimethylspiro[1,3-dioxane-5,2′-inden]-1′(3′H)-imine), C1CCOC1 (THF), [H-].[Al+3].[Li+].[H-].[H-].[H-] (lithium aluminum hydride). Solvent: O (water), O (water), C(C)OCC (diethyl ether). Run at temperature 40 celsius, time 8 hour. Yields the product CC1(OCC2(C(C3=CC=CC=C3C2)N)CO1)C (2,2-dimethyl-1′,3′-dihydrospiro[1,3-dioxane-5,2′-inden]-1′-amine). The yield is 31.0%. Reaction SMILES: [H-].[Al+3].[Li+].[H-].[H-].[H-].O[N:8]=[C:9]1[C:17]2[C:12](=[CH:13][CH:14]=[CH:15][CH:16]=2)[CH2:11][C:10]21[CH2:22][O:21][C:20]([CH3:24])([CH3:23])[O:19][CH2:18]2.C1COCC1.[OH-].[Na+]>C(OCC)C.O>[CH3:23][C:20]1([CH3:24])[O:19][CH2:18][C:10]2([CH2:11][C:12]3[C:17](=[CH:16][CH:15]=[CH:14][CH:13]=3)[CH:9]2[NH2:8])[CH2:22][O:21]1 |f:0.1.2.3.4.5,8.9|. Procedure: To a suspension of 384 mg of lithium aluminum hydride in 22 ml of diethyl ether were added 0.5 g of N-hydroxy-2,2-dimethylspiro[1,3-dioxane-5,2′-inden]-1′(3′H)-imine and 5 ml of THF under ice-cooling, followed by stirring at 40° C. for 8 hours. 0.55 ml of water, 0.55 ml of a 15% aqueous sodium hydroxide solution, and 1.65 ml of water were added thereto under ice-cooling. After filtration through Celite, the solvent was evaporated under reduced pressure. The obtained residue was purified by silic... The reactants are BrC1=CC=C(C=C1)[C@@H]1CC2(C(NC(N2)=O)=O)CC1 ((7S)-7-(4-bromophenyl)-1,3-diazaspiro[4.4]nonane-2,4-dione), [OH-].[Na+] (NaOH), Cl (HCl), [OH-].[Na+] (NaOH). Solvent: O1CCOCC1 (1,4-dioxane). Reaction conditions: temperature 95 celsius, time 24 hour. Product: NC1(C[C@H](CC1)C1=CC=C(C=C1)Br)C(=O)O ((3S)-1-amino-3-(4-bromophenyl)cyclopentanecarboxylic acid). Isolated yield 109.5%. RXN SMILES: [Br:1][C:2]1[CH:7]=[CH:6][C:5]([C@H:8]2[CH2:18][CH2:17][C:10]3([NH:14]C(=O)N[C:11]3=[O:16])[CH2:9]2)=[CH:4][CH:3]=1.[OH-:19].[Na+].Cl>O1CCOCC1>[NH2:14][C:10]1([C:11]([OH:19])=[O:16])[CH2:17][CH2:18][C@H:8]([C:5]2[CH:6]=[CH:7][C:2]([Br:1])=[CH:3][CH:4]=2)[CH2:9]1 |f:1.2|. Reported procedure: To (7S)-7-(4-bromophenyl)-1,3-diazaspiro[4.4]nonane-2,4-dione (I-1B, 13.9 g, 45.0 mmol) in 1,4-dioxane (40 mL) in a round bottom flask was added aqueous NaOH (2N, 100 mL, 200 mmol). The mixture was heated to 95° C. and stirred for 24 hours. Additional NaOH (25 mL, 50 mmol) was added and heating continued for another two days. The solution was cooled with an ice-bath, neutralized with 5N HCl to approximately pH 7 resulting in the formation of a white precipitate. The solids were collected by filt... Starting materials: C1(\C=C/C(=O)O1)=O (maleic anhydride), [OH-].[Ca+2].[OH-] (calcium hydroxide), CO (methanol). Conditions: temperature 25 celsius. The product is C/C(/C(=O)[O-])=C/C(=O)[O-].C/C(/C(=O)[O-])=C/C(=O)[O-].[Ca+2].[Ca+2] (CALCIUM BIS(METHYL MALEATE)). Reaction SMILES: [C:1]1(=[O:7])[O:6][C:4](=[O:5])[CH:3]=[CH:2]1.[OH-:8].[Ca+2:9].[OH-].[CH3:11]O>>[CH3:11]/[C:2](=[CH:3]/[C:4]([O-:8])=[O:5])/[C:1]([O-:6])=[O:7].[CH3:11]/[C:2](=[CH:3]/[C:4]([O-:8])=[O:5])/[C:1]([O-:6])=[O:7].[Ca+2:9].[Ca+2:9] |f:1.2.3,5.6.7.8|. Procedure details: One mole of maleic anhydride is dissolved with stirring in 1000 ml methanol at 50°-60° C. The mixture is cooled to 25° C. and with the aid of a pH meter, the pH is adjusted to 8.6 with calcium hydroxide while maintaining the temperature below 25° C. with an ice bath. 149 g of calcium bis(methyl maleate) is recovered by crystallizing out of methanol followed by drying in a vacuum oven. Starting materials: CC(=O)OI1(C=2C=CC=CC2C(=O)O1)(OC(=O)C)OC(=O)C (Dess-Martin reagent), BrC1=CC=C(CCO)C=C1 (4-bromophenethylalcohol), C(CO)O (ethylene glycol). The reagents and catalysts are O.C1(=CC=C(C=C1)S(=O)(=O)O)C (para-toluenesulfonic acid—monohydrate). The solvent is C1(=CC=CC=C1)C (toluene), C(Cl)Cl (DCM). Run at time 10 minute. Yields the product BrC1=CC=C(CC2OCCO2)C=C1 (2-(4-Bromobenzyl)-1,3-dioxolane). The yield is 48.8%. As a reaction SMILES: [Br:1][C:2]1[CH:10]=[CH:9][C:5]([CH2:6][CH2:7][OH:8])=[CH:4][CH:3]=1.[CH3:11][C:12](OI1(OC(C)=O)(OC(C)=O)OC(=O)C2C=CC=CC1=2)=[O:13].C(O)CO>C(Cl)Cl.C1(C)C=CC=CC=1.O.C1(C)C=CC(S(O)(=O)=O)=CC=1>[Br:1][C:2]1[CH:10]=[CH:9][C:5]([CH2:6][CH:7]2[O:13][CH2:12][CH2:11][O:8]2)=[CH:4][CH:3]=1 |f:5.6|. Reported procedure: To a cooled (0° C.) solution of 4-bromophenethylalcohol (3.9 g, 19.4 mmol) in DCM (50 mL), was added the Dess-Martin reagent (8.22 g, 19.4 mmol). After 10 minutes, the coolant was removed, and the reaction mixture was stirred at ambient temperature for 2 hours. The reaction mixture was quenched with 10% aqueous potassium carbonate, and the mixture was separated. The aqueous phase was extracted with further DCM (×2), and the combined organic phases were dried with anhydrous magnesium sulphate, an... Starting materials: CC(C)(C)C(=O)O, C=S1C2C(=O)C(=O)N2C(C(=O)O)C1(C)C, O=C(CCl)C[PH](c1ccccc1)(c1ccccc1)c1ccccc1, c1ccccc1. Yields the product CC(C)(C)C(=O)O, C=S1C2C(=CC(=O)CCl)C(=O)N2C(C(=O)O)C1(C)C. As a reaction SMILES: [C:1]([C:2]([CH3:3])([CH3:4])[CH3:5])(=[O:6])[OH:7].[CH2:8]=[S:9]1[C:10]([CH3:21])([CH3:22])[CH:11]([C:18](=[O:19])[OH:20])[N:12]2[C:13](=[O:17])[C:14](=[O:16])[CH:15]12.[c:23]1([PH:24]([c:25]2[cH:26][cH:27][cH:28][cH:29][cH:35]2)([CH2:30][C:31](=[O:32])[CH2:33][Cl:34])[c:36]2[cH:37][cH:38][cH:39][cH:40][cH:41]2)[cH:42][cH:43][cH:44][cH:45][cH:46]1.[cH:47]1[cH:48][cH:49][cH:50][cH:51][cH:52]1>>[C:1]([C:2]([CH3:3])([CH3:4])[CH3:5])(=[O:6])[OH:7].[CH2:8]=[S:9]1[C:10]([CH3:21])([CH3:22])[CH:11]([C:18](=[O:19])[OH:20])[N:12]2[C:13](=[O:17])[C:14](=[CH:30][C:31](=[O:32])[CH2:33][Cl:34])[CH:15]12.